From a dataset of the Open Reaction Database (ORD), a public repository of structured organic reaction records. describe an organic reaction: reactants, conditions, products, and yield Starting materials: COC(=O)c1ccc(I)cc1, CS(C)=O, CCOC(C)=O, [Cu]I, [K+], [K+], O=C([O-])[O-], c1cnc2c(c1)ccc1cccnc12, CN(C)Cc1ncc[nH]1. The product is COC(=O)c1ccc(-n2ccnc2CN(C)C)cc1. Reaction SMILES: [CH3:1][O:2][C:3]([c:4]1[cH:5][cH:6][c:7]([I:10])[cH:8][cH:9]1)=[O:11].[CH3:41][S:42]([CH3:43])=[O:44].[CH3:47][CH2:48][O:49][C:50]([CH3:51])=[O:52].[Cu:45][I:46].[K+:21].[K+:22].[O-:23][C:24]([O-:25])=[O:26].[cH:27]1[cH:28][c:29]2[cH:30][cH:31][c:32]3[c:33]([c:34]2[n:35][cH:36]1)[n:37][cH:38][cH:39][cH:40]3.[nH:12]1[c:13]([CH2:17][N:18]([CH3:19])[CH3:20])[n:14][cH:15][cH:16]1>>[CH3:1][O:2][C:3]([c:4]1[cH:5][cH:6][c:7](-[n:12]2[c:13]([CH2:17][N:18]([CH3:19])[CH3:20])[n:14][cH:15][cH:16]2)[cH:8][cH:9]1)=[O:11]. Starting materials: N(N)C1=CC(N(C(N1CC(C)C)=O)C)=O (6-hydrazino-1-isobutyl-3-methylpyrimidine-2,4(1H,3H)-dione), [N+](=O)([O-])C=1C=C2C(=CNC2=CC1)C=O (5-nitro-1H-indole-3-carbaldehyde), CN1C(=NC=C1)C=O (1-methyl-1H-imidazole-2-carbaldehyde). Yields the product C(C(C)C)N1C(N(C(C=2C1=NN(C2C=2N(C=CN2)C)CC2=CNC1=CC=C(C=C21)[N+](=O)[O-])=O)C)=O (7-isobutyl-5-methyl-3-(1-methyl-1H-imidazol-2-yl)-2-[(5-nitro-1H-indol-3-yl)methyl]-2H-pyrazolo[3,4-d]pyrimidine-4,6(5H,7H)-dione). As a reaction SMILES: [NH:1]([C:3]1[N:8]([CH2:9][CH:10]([CH3:12])[CH3:11])[C:7](=[O:13])[N:6]([CH3:14])[C:5](=[O:15])[CH:4]=1)[NH2:2].[N+:16]([C:19]1[CH:20]=[C:21]2[C:25](=[CH:26][CH:27]=1)[NH:24][CH:23]=[C:22]2[CH:28]=O)([O-:18])=[O:17].[CH3:30][N:31]1[CH:35]=[CH:34][N:33]=[C:32]1[CH:36]=O>>[CH2:9]([N:8]1[C:3]2=[N:1][N:2]([CH2:28][C:22]3[C:21]4[C:25](=[CH:26][CH:27]=[C:19]([N+:16]([O-:18])=[O:17])[CH:20]=4)[NH:24][CH:23]=3)[C:36]([C:32]3[N:31]([CH3:30])[CH:35]=[CH:34][N:33]=3)=[C:4]2[C:5](=[O:15])[N:6]([CH3:14])[C:7]1=[O:13])[CH:10]([CH3:11])[CH3:12]. Procedure details: This compound was made following the procedure described above, starting with 6-hydrazino-1-isobutyl-3-methylpyrimidine-2,4(1H,3H)-dione, and condensing first with 5-nitro-1H-indole-3-carbaldehyde, followed by 1-methyl-1H-imidazole-2-carbaldehyde. Mass: 477.19 (M+H).